Dataset: the Open Reaction Database (ORD), a public repository of structured organic reaction records. Task: describe an organic reaction: reactants, conditions, products, and yield Reactants: ClCC1=CC=C(C=C1)C(C=1C=C2C(=CC(N(C2=CC1)C)=O)C1=CC(=CC=C1)Cl)(C1=CN=CN1C)O ((±)-6-[[4-(chloromethyl)phenyl]hydroxy(1-methyl-1H-imidazol-5-yl)methyl]-4-(3-chlorophenyl)-1-methyl-2(1H)-quinolinone), CC[O-].[Na+].CCO (EtONa EtOH), O (water). Solvent: C(C)O (ethanol). Run at time 18 hour. The product is ClC=1C=C(C=CC1)C1=CC(N(C2=CC=C(C=C12)C(C1=CN=CN1C)(O)C1=CC=C(C=C1)COCC)C)=O (4-(3-chlorophenyl)-6-[[4-(ethoxymethyl)phenyl]hydroxy(1-methyl-1H-imidazol-5-yl)methyl]-1-methyl-2(1H)-quinolinone). Isolated yield 33.1%. Reaction SMILES: Cl[CH2:2][C:3]1[CH:8]=[CH:7][C:6]([C:9]([OH:35])([C:29]2[N:33]([CH3:34])[CH:32]=[N:31][CH:30]=2)[C:10]2[CH:11]=[C:12]3[C:17](=[CH:18][CH:19]=2)[N:16]([CH3:20])[C:15](=[O:21])[CH:14]=[C:13]3[C:22]2[CH:27]=[CH:26][CH:25]=[C:24]([Cl:28])[CH:23]=2)=[CH:5][CH:4]=1.[CH3:36][CH2:37][O-:38].[Na+].CCO.O>C(O)C>[Cl:28][C:24]1[CH:23]=[C:22]([C:13]2[C:12]3[C:17](=[CH:18][CH:19]=[C:10]([C:9]([C:6]4[CH:7]=[CH:8][C:3]([CH2:2][O:38][CH2:37][CH3:36])=[CH:4][CH:5]=4)([OH:35])[C:29]4[N:33]([CH3:34])[CH:32]=[N:31][CH:30]=4)[CH:11]=3)[N:16]([CH3:20])[C:15](=[O:21])[CH:14]=2)[CH:27]=[CH:26][CH:25]=1 |f:1.2.3|. Reported procedure: A mixture of (±)-6-[[4-(chloromethyl)phenyl]hydroxy(1-methyl-1H-imidazol-5-yl)methyl]-4-(3-chlorophenyl)-1-methyl-2(1H)-quinolinone (0.0002 mol), obtained in Example B14, and EtONa/EtOH (0.0005 mol) in ethanol (1 ml) was stirred at room temperature for 18 hours, poured out into water and extracted with EtOAc. The organic layer was separated, dried (MgSO4), filtered, and the solvent was evaporated. The residue (0.1 g) was purified by column chromatography over kromasil 10 μm (eluent: CH2Cl2/CH3OH... Reactants: Cc1ccccc1, [K+], [K+], O=C([O-])[O-], BrP(Br)Br, OCc1c2ccccc2cc2ccccc12. Yields the product BrCc1c2ccccc2cc2ccccc12. Reaction SMILES: [CH3:27][c:28]1[cH:29][cH:30][cH:31][cH:32][cH:33]1.[K+:21].[K+:22].[O-:23][C:24]([O-:25])=[O:26].[P:17]([Br:18])([Br:19])[Br:20].[cH:1]1[cH:2][cH:3][cH:4][c:5]2[cH:6][c:7]3[cH:8][cH:9][cH:10][cH:11][c:12]3[c:13]([CH2:15][OH:16])[c:14]12>>[cH:1]1[cH:2][cH:3][cH:4][c:5]2[cH:6][c:7]3[cH:8][cH:9][cH:10][cH:11][c:12]3[c:13]([CH2:15][Br:18])[c:14]12. Starting materials: COc1cccc(C2CO2)c1, Cc1ccccc1, [Na+], [OH-], O=Cc1ccc(O)cc1. The product is COc1cccc(C(O)COc2ccc(C=O)cc2)c1. As a reaction SMILES: [CH3:1][O:2][c:3]1[cH:4][c:5]([CH:9]2[O:10][CH2:11]2)[cH:6][cH:7][cH:8]1.[CH3:23][c:24]1[cH:25][cH:26][cH:27][cH:28][cH:29]1.[Na+:22].[OH-:21].[OH:12][c:13]1[cH:14][cH:15][c:16]([CH:17]=[O:18])[cH:19][cH:20]1>>[CH3:1][O:2][c:3]1[cH:4][c:5]([CH:9]([OH:10])[CH2:11][O:12][c:13]2[cH:14][cH:15][c:16]([CH:17]=[O:18])[cH:19][cH:20]2)[cH:6][cH:7][cH:8]1. Starting materials: C1CCOC1, [Li]CCCC, CN(C)CCN(C)C, CCOP(=O)(Cl)OCC, C#Cc1ccccc1. RXN SMILES: [CH2:31]1[O:32][CH2:33][CH2:34][CH2:35]1.[CH3:17][CH2:18][CH2:19][CH2:20][Li:21].[CH3:9][N:10]([CH3:11])[CH2:12][CH2:13][N:14]([CH3:15])[CH3:16].[P:22](=[O:23])([O:24][CH2:25][CH3:26])([O:27][CH2:28][CH3:29])[Cl:30].[c:1]1([C:7]#[CH:8])[cH:2][cH:3][cH:4][cH:5][cH:6]1>>[c:1]1([C:7]#[C:8][P:22](=[O:23])([O:24][CH2:25][CH3:26])[O:27][CH2:28][CH3:29])[cH:2][cH:3][cH:4][cH:5][cH:6]1. The product is CCOP(=O)(C#Cc1ccccc1)OCC.